Dataset: the Open Reaction Database (ORD), a public repository of structured organic reaction records. Task: describe an organic reaction: reactants, conditions, products, and yield Procedure details: A solution of 1-phenyl-3,4-dihydroisoquinoline (1.0 g) and allyl bromide (0.44 ml) in acetonitrile (10 ml) was refluxed for 2 hours. After cooling it to room temperature, the solvent was evaporated in vacuo and then the residue was stirred in diethyl ether (15 ml) at room temperature. To the mixture was added 3M diethyl ether solution of methylmagnesium bromide (2.0 ml). After 1 hour, the mixture was poured into aqueous ammonium chloride solution. The organic layer was washed with water, sodium ... Product: CC1(N(CCC2=CC=CC=C12)CC=C)C1=CC=CC=C1 (1-methyl-1-phenyl-2-allyl-1,2,3,4-tetrahydroisoquinoline). Conditions: time 1 hour. RXN SMILES: [C:1]1([C:7]2[C:16]3[C:11](=[CH:12][CH:13]=[CH:14][CH:15]=3)[CH2:10][CH2:9][N:8]=2)[CH:6]=[CH:5][CH:4]=[CH:3][CH:2]=1.[CH2:17](Br)[CH:18]=[CH2:19].[C:21](#N)C>>[CH3:21][C:7]1([C:1]2[CH:2]=[CH:3][CH:4]=[CH:5][CH:6]=2)[C:16]2[C:11](=[CH:12][CH:13]=[CH:14][CH:15]=2)[CH2:10][CH2:9][N:8]1[CH2:17][CH:18]=[CH2:19]. Reactants: C1(=CC=CC=C1)C1=NCCC2=CC=CC=C12 (1-phenyl-3,4-dihydroisoquinoline), C(C=C)Br (allyl bromide), C(C)#N (acetonitrile). Starting materials: CN(C)CCCNCCCN(C)C, CCN=C=NCCCN(C)C, CN(C)C=O, Cn1c(COc2ccc(Cl)cc2)c(C(=O)O)c2ccccc21, Cl, Oc1cccc2[nH]nnc12. The product is CN(C)CCCN(CCCN(C)C)C(=O)c1c(COc2ccc(Cl)cc2)n(C)c2ccccc12. Reaction SMILES: [CH3:23][N:24]([CH2:25][CH2:26][CH2:27][NH:28][CH2:29][CH2:30][CH2:31][N:32]([CH3:33])[CH3:34])[CH3:35].[CH3:37][N:38]([CH3:39])[CH2:40][CH2:41][CH2:42][N:43]=[C:44]=[N:45][CH2:46][CH3:47].[CH3:58][N:59]([CH3:60])[CH:61]=[O:62].[Cl:1][c:2]1[cH:3][cH:4][c:5]([O:6][CH2:7][c:8]2[n:9]([CH3:20])[c:10]3[cH:11][cH:12][cH:13][cH:14][c:15]3[c:16]2[C:17](=[O:18])[OH:19])[cH:21][cH:22]1.[ClH:36].[OH:48][c:49]1[c:50]2[n:51][n:52][nH:53][c:54]2[cH:55][cH:56][cH:57]1>>[Cl:1][c:2]1[cH:3][cH:4][c:5]([O:6][CH2:7][c:8]2[n:9]([CH3:20])[c:10]3[cH:11][cH:12][cH:13][cH:14][c:15]3[c:16]2[C:17](=[O:19])[N:28]([CH2:27][CH2:26][CH2:25][N:24]([CH3:23])[CH3:35])[CH2:29][CH2:30][CH2:31][N:32]([CH3:33])[CH3:34])[cH:21][cH:22]1. The reactants are C(C)(C)(C)OC(CCCBr)=O (tert-Butyl-4-bromobutyrate), C(CC(=O)OCC1=CC=CC=C1)(=O)OCC1=CC=CC=C1 (dibenzyl malonate), C([O-])([O-])=O.[K+].[K+] (potassium carbonate), [Cl-].[NH4+] (ammonium chloride). Run in CN(C)C=O (DMF), CCOC(=O)C (EtOAc). Product: C(=O)(O)CCCC(C(=O)OCC1=CC=CC=C1)C(=O)OCC1=CC=CC=C1 (Dibenzyl (3-Carboxypropyl)propanedioate). The yield is 54.0%. RXN SMILES: C([O:5][C:6](=[O:11])[CH2:7][CH2:8][CH2:9]Br)(C)(C)C.[C:12]([O:25][CH2:26][C:27]1[CH:32]=[CH:31][CH:30]=[CH:29][CH:28]=1)(=[O:24])[CH2:13][C:14]([O:16][CH2:17][C:18]1[CH:23]=[CH:22][CH:21]=[CH:20][CH:19]=1)=[O:15].C(=O)([O-])[O-].[K+].[K+].[Cl-].[NH4+]>CN(C=O)C.CCOC(C)=O>[C:6]([CH2:7][CH2:8][CH2:9][CH:13]([C:12]([O:25][CH2:26][C:27]1[CH:28]=[CH:29][CH:30]=[CH:31][CH:32]=1)=[O:24])[C:14]([O:16][CH2:17][C:18]1[CH:23]=[CH:22][CH:21]=[CH:20][CH:19]=1)=[O:15])([OH:11])=[O:5] |f:2.3.4,5.6|. Procedure details: tert-Butyl-4-bromobutyrate (10 mmol) in DMF (100 mL) was treated with dibenzyl malonate (20 mmol) and potassium carbonate (30 mmol) at 40° C. overnight. EtOAc (200 mL) and saturated aqueous ammonium chloride (100 mL) were added and the separated organic layer was washed with 1N HCl (50 mL), saturated aqueous ammonium chloride (100 mL), brine (100 mL), and water (100 mL). After removal of the solvent in vacuo, the crude product was dissolved in dichloromethane (60 mL) and treated at room temperat... Reactants: Cl (Hydrogen chloride), C(CC1=CC(OC)=C(OC)C=C1)#N (homoveratronitrile). The solvent is N1=CC=CC=C1 (pyridine). Reaction conditions: temperature 170 celsius. Yields the product OC1=CC=C(C=C1O)CC#N (4,5-dihydroxyphenylacetonitrile). As a reaction SMILES: Cl.[C:2](#[N:14])[CH2:3][C:4]1[CH:13]=[CH:12][C:9]([O:10]C)=[C:6]([O:7]C)[CH:5]=1>N1C=CC=CC=1>[OH:10][C:9]1[C:6]([OH:7])=[CH:5][C:4]([CH2:3][C:2]#[N:14])=[CH:13][CH:12]=1. Procedure details: Hydrogen chloride gas is bubbled through a suspension of 2 moles (354 g) of homoveratronitrile in 161 mL of pyridine, with stirring and under a nitrogen atmosphere. As soon as the temperature reaches 115° C. and becomes stable, the bubbling is discontinued; the reaction medium is heated to 170° C. for 3 hours. During this period, hydrogen chloride is bubbled through for 5 to 10 minutes at approximately half-hourly intervals. When the reaction has ended, the reaction mixture is poured into a mixt... The reactants are C(CCCCCCCCCCC)N (dodecylamine), ClCC(CN(CC(CCl)O)CCCCCCCCCCCC)O (N,N-bis(3-chloro-2-hydroxypropyl)dodecylamine), resultant mixture. Run in C=1(C(=CC=CC1)C)C (xylene), C=1(C(=CC=CC1)C)C (xylene). Reaction conditions: temperature 80 celsius. Product: OC(CNCCCCCCCCCCCC)CN(CC(CNCCCCCCCCCCCC)O)CCCCCCCCCCCC (15,19-dihydroxy-17-dodecyl-13,17,21-triazatritriacontane). Isolated yield 49.4%. Reaction SMILES: [CH2:1]([NH2:13])[CH2:2][CH2:3][CH2:4][CH2:5][CH2:6][CH2:7][CH2:8][CH2:9][CH2:10][CH2:11][CH3:12].Cl[CH2:15][CH:16]([OH:36])[CH2:17][N:18]([CH2:24][CH2:25][CH2:26][CH2:27][CH2:28][CH2:29][CH2:30][CH2:31][CH2:32][CH2:33][CH2:34][CH3:35])[CH2:19][CH:20]([OH:23])[CH2:21]Cl>C1(C)C(C)=CC=CC=1>[OH:36][CH:16]([CH2:17][N:18]([CH2:24][CH2:25][CH2:26][CH2:27][CH2:28][CH2:29][CH2:30][CH2:31][CH2:32][CH2:33][CH2:34][CH3:35])[CH2:19][CH:20]([OH:23])[CH2:21][NH:13][CH2:1][CH2:2][CH2:3][CH2:4][CH2:5][CH2:6][CH2:7][CH2:8][CH2:9][CH2:10][CH2:11][CH3:12])[CH2:15][NH:13][CH2:1][CH2:2][CH2:3][CH2:4][CH2:5][CH2:6][CH2:7][CH2:8][CH2:9][CH2:10][CH2:11][CH3:12]. Reported procedure: A reactor was charged with 286.3 g (1.54 moles) of dodecylamine and 90 g of xylene, and the contents were heated to 80° C. To the contents, a solution with 57 g (0.15 mole) of N,N-bis(3-chloro-2-hydroxypropyl)dodecylamine dissolved in 50 g of xylene was added dropwise over 1.5 hours. The resultant mixture was aged further for 4 hours. Thereafter, xylene was distilled off under reduced pressure, and unreacted dodecylamine was then distilled off at 100° C. and 0.5 mmHg. The residue was added with ... Starting materials: ClCC1OC1 (2-chloromethyl-oxirane), [H-].[Na+] (NaH), OC=1C=C(C=O)C=CC1O (3,4-dihydroxybenzaldehyde). Run in CN(C)C=O (DMF), CN(C)C=O (DMF), [OH-].[Na+] (NaOH). Run at time 8 hour. Yields the product OCC1COC2=C(O1)C=CC(=C2)C=O (rac-2-hydroxymethyl-2,3-dihydro-benzo[1,4]dioxine-6-carbaldehyde). Yield: 11.8%. Reaction SMILES: [OH:1][C:2]1[CH:3]=[C:4]([CH:7]=[CH:8][C:9]=1[OH:10])[CH:5]=[O:6].[H-].[Na+].Cl[CH2:14][CH:15]1[CH2:17][O:16]1>CN(C=O)C.[OH-].[Na+]>[OH:16][CH2:17][CH:15]1[O:10][C:9]2[CH:8]=[CH:7][C:4]([CH:5]=[O:6])=[CH:3][C:2]=2[O:1][CH2:14]1 |f:1.2,5.6|. Procedure details: To a cold (5° C.) solution of 3,4-dihydroxybenzaldehyde (3.20 g, 23.2 mmol) in DMF (70 mL) is carefully added NaH (1.96 g 55% in mineral oil, 48.5 mmol) in portions. The temperature rises to 12° C. Upon completion of the addition, the cooling is removed and a solution of 2-chloromethyl-oxirane (2.57 g, 27.7 mmol) in DMF (3 mL) is added. The reaction mixture is stirred at rt overnight. The mixture is diluted with 1N aq. NaOH (150 mL) and extracted with EA (2×200 mL). The organic extracts are wash... Starting materials: C(C)(=O)O (acetic acid), ClC1=CC=NC(=C1C(=O)O)C(F)(F)F (4-chloro-2-(trifluoromethyl)nicotinic acid), [N+](=[N-])=C (diazomethane), N(=O)N(C(=O)N)C (N-nitroso-N-methylurea). Run in C(C)(=O)OCC (ethyl acetate), C(C)OCC (diethyl ether). Reaction conditions: time 15 minute. Yields the product ClC1=CC=NC(=C1C(=O)OC)C(F)(F)F (Methyl 4-chloro-2-(trifluoromethyl)nicotinate). The yield is 104.9%. Reaction SMILES: [Cl:1][C:2]1[C:7]([C:8]([OH:10])=[O:9])=[C:6]([C:11]([F:14])([F:13])[F:12])[N:5]=[CH:4][CH:3]=1.[N+](=[CH2:17])=[N-].N(N(C)C(N)=O)=O.C(O)(=O)C>C(OCC)(=O)C.C(OCC)C>[Cl:1][C:2]1[C:7]([C:8]([O:10][CH3:17])=[O:9])=[C:6]([C:11]([F:14])([F:12])[F:13])[N:5]=[CH:4][CH:3]=1. Reported procedure: To a stirred solution of 4-chloro-2-(trifluoromethyl)nicotinic acid (8.75 g, 38.8 mmol) in ethyl acetate (100 mL) in an ice bath is added a solution of diazomethane [generated from 12 g (116 mmol) of N-nitroso-N-methylurea] in diethyl ether (200 mL). The solution is stirred for 15 minutes, followed by the addition of acetic acid (until effervescence stops). The solution is concentrated in vacuo to afford 9.75 g (99%) of the title compound as a brown oil: 1H NMR (400 MHz, CD3OD), 8.686 (d, 1H), 7...